This data is from the Open Reaction Database (ORD), a public repository of structured organic reaction records. The task is: describe an organic reaction: reactants, conditions, products, and yield Starting materials: CO, Fc1cc(C2CCNCC2)ccc1Cl, O=C1OCCC1=Cc1ccccc1OCC1CO1. Product: O=C1OCCC1=Cc1ccccc1OCC(O)CN1CCC(c2ccc(Cl)c(F)c2)CC1. Reaction SMILES: [CH3:33][OH:34].[Cl:19][c:20]1[c:21]([F:32])[cH:22][c:23]([CH:26]2[CH2:27][CH2:28][NH:29][CH2:30][CH2:31]2)[cH:24][cH:25]1.[O:1]1[CH:2]([CH2:3][O:4][c:5]2[c:6]([CH:7]=[C:8]3[C:9](=[O:10])[O:11][CH2:12][CH2:13]3)[cH:14][cH:15][cH:16][cH:17]2)[CH2:18]1>>[OH:1][CH:2]([CH2:3][O:4][c:5]1[c:6]([CH:7]=[C:8]2[C:9](=[O:10])[O:11][CH2:12][CH2:13]2)[cH:14][cH:15][cH:16][cH:17]1)[CH2:18][N:29]1[CH2:28][CH2:27][CH:26]([c:23]2[cH:22][c:21]([F:32])[c:20]([Cl:19])[cH:25][cH:24]2)[CH2:31][CH2:30]1. Starting materials: CCn1nc2c(c1C1CCN(Cc3ccccc3)CC1)CCCC2, CO, O=C[O-], [NH4+], [OH-], [OH-], [Pd+2]. The product is CCn1nc2c(c1C1CCNCC1)CCCC2. As a reaction SMILES: [CH2:1]([CH3:2])[n:3]1[n:4][c:5]2[c:10]([c:11]1[CH:12]1[CH2:13][CH2:14][N:15]([CH2:18][c:19]3[cH:20][cH:21][cH:22][cH:23][cH:24]3)[CH2:16][CH2:17]1)[CH2:9][CH2:8][CH2:7][CH2:6]2.[CH3:29][OH:30].[CH:25]([O-:26])=[O:27].[NH4+:28].[OH-:31].[OH-:32].[Pd+2:33]>>[CH2:1]([CH3:2])[n:3]1[n:4][c:5]2[c:10]([c:11]1[CH:12]1[CH2:13][CH2:14][NH:15][CH2:16][CH2:17]1)[CH2:9][CH2:8][CH2:7][CH2:6]2. RXN SMILES: [C:11](=[O:12])([O-:13])[O-:14].[CH3:28][C:29]#[N:30].[K+:15].[K+:16].[N+:17](=[O:18])([O-:19])[c:20]1[cH:21][c:22]([CH2:23][Br:24])[cH:25][cH:26][cH:27]1.[OH:1][c:2]1[cH:3][c:4]([C:5](=[O:6])[NH2:7])[cH:8][cH:9][cH:10]1>>[O:1]([c:2]1[cH:3][c:4]([C:5](=[O:6])[NH2:7])[cH:8][cH:9][cH:10]1)[CH2:23][c:22]1[cH:21][c:20]([N+:17](=[O:18])[O-:19])[cH:27][cH:26][cH:25]1. Product: NC(=O)c1cccc(OCc2cccc([N+](=O)[O-])c2)c1. The reactants are O=C([O-])[O-], CC#N, [K+], [K+], O=[N+]([O-])c1cccc(CBr)c1, NC(=O)c1cccc(O)c1. The reactants are O=C1CN(c2ccc(-n3cc(-c4ccc(Cl)cc4Cl)nc3Cc3ccc(Br)cc3)cc2)S(=O)(=O)N1, OB(O)c1ccc(C2CCCC2)cc1. Yields the product O=C1CN(c2ccc(-n3cc(-c4ccc(Cl)cc4Cl)nc3Cc3ccc(-c4ccc(C5CCCC5)cc4)cc3)cc2)S(=O)(=O)N1. As a reaction SMILES: [Br:1][c:2]1[cH:3][cH:4][c:5]([CH2:6][c:7]2[n:8](-[c:20]3[cH:21][cH:22][c:23]([N:26]4[CH2:27][C:28](=[O:33])[NH:29][S:30]4(=[O:31])=[O:32])[cH:24][cH:25]3)[cH:9][c:10](-[c:12]3[c:13]([Cl:19])[cH:14][c:15]([Cl:18])[cH:16][cH:17]3)[n:11]2)[cH:34][cH:35]1.[CH:36]1([c:41]2[cH:42][cH:43][c:44]([B:47]([OH:48])[OH:49])[cH:45][cH:46]2)[CH2:37][CH2:38][CH2:39][CH2:40]1>>[c:2]1(-[c:44]2[cH:43][cH:42][c:41]([CH:36]3[CH2:37][CH2:38][CH2:39][CH2:40]3)[cH:46][cH:45]2)[cH:3][cH:4][c:5]([CH2:6][c:7]2[n:8](-[c:20]3[cH:21][cH:22][c:23]([N:26]4[CH2:27][C:28](=[O:33])[NH:29][S:30]4(=[O:31])=[O:32])[cH:24][cH:25]3)[cH:9][c:10](-[c:12]3[c:13]([Cl:19])[cH:14][c:15]([Cl:18])[cH:16][cH:17]3)[n:11]2)[cH:34][cH:35]1. The reactants are CCOC(C)=O, Cc1cc(I)cc2c(=O)oc(-c3cc(C(F)(F)F)nn3-c3ncccc3Cl)nc12, N#C[Cu], [Cu]I, C1CCOC1, c1ccc(P(c2ccccc2)(c2ccccc2)[Pd](P(c2ccccc2)(c2ccccc2)c2ccccc2)(P(c2ccccc2)(c2ccccc2)c2ccccc2)P(c2ccccc2)(c2ccccc2)c2ccccc2)cc1. Yields the product Cc1cc(C#N)cc2c(=O)oc(-c3cc(C(F)(F)F)nn3-c3ncccc3Cl)nc12. As a reaction SMILES: [CH3:38][CH2:39][O:40][C:41](=[O:42])[CH3:43].[Cl:1][c:2]1[c:3](-[n:8]2[n:9][c:10]([C:26]([F:27])([F:28])[F:29])[cH:11][c:12]2-[c:13]2[n:14][c:15]3[c:16]([c:17](=[O:19])[o:18]2)[cH:20][c:21]([I:25])[cH:22][c:23]3[CH3:24])[n:4][cH:5][cH:6][cH:7]1.[Cu:30][C:31]#[N:32].[Cu:44][I:45].[O:33]1[CH2:34][CH2:35][CH2:36][CH2:37]1.[cH:46]1[cH:47][cH:48][c:49]([P:50]([Pd:51]([P:52]([c:53]2[cH:54][cH:55][cH:56][cH:57][cH:58]2)([c:59]2[cH:60][cH:61][cH:62][cH:63][cH:64]2)[c:65]2[cH:66][cH:67][cH:68][cH:69][cH:70]2)([P:71]([c:72]2[cH:73][cH:74][cH:75][cH:76][cH:77]2)([c:78]2[cH:79][cH:80][cH:81][cH:82][cH:83]2)[c:84]2[cH:85][cH:86][cH:87][cH:88][cH:89]2)[P:90]([c:91]2[cH:92][cH:93][cH:94][cH:95][cH:96]2)([c:97]2[cH:98][cH:99][cH:100][cH:101][cH:102]2)[c:103]2[cH:104][cH:105][cH:106][cH:107][cH:108]2)([c:109]2[cH:110][cH:111][cH:112][cH:113][cH:114]2)[c:115]2[cH:116][cH:117][cH:118][cH:119][cH:120]2)[cH:121][cH:122]1>>[Cl:1][c:2]1[c:3](-[n:8]2[n:9][c:10]([C:26]([F:27])([F:28])[F:29])[cH:11][c:12]2-[c:13]2[n:14][c:15]3[c:16]([c:17](=[O:19])[o:18]2)[cH:20][c:21]([C:31]#[N:32])[cH:22][c:23]3[CH3:24])[n:4][cH:5][cH:6][cH:7]1. Reactants: CC#N, [Cl-], Cl, c1ccc(Cc2ccccc2)cc1, OCCCc1c[nH]cn1. The product is c1ccc(C(OCCCc2c[nH]cn2)c2ccccc2)cc1. As a reaction SMILES: [CH3:25][C:26]#[N:27].[Cl-:11].[ClH:10].[c:12]1([CH2:18][c:19]2[cH:20][cH:21][cH:22][cH:23][cH:24]2)[cH:13][cH:14][cH:15][cH:16][cH:17]1.[nH:1]1[cH:2][n:3][c:4]([CH2:6][CH2:7][CH2:8][OH:9])[cH:5]1>>[nH:1]1[cH:2][n:3][c:4]([CH2:6][CH2:7][CH2:8][O:9][CH:18]([c:12]2[cH:13][cH:14][cH:15][cH:16][cH:17]2)[c:19]2[cH:20][cH:21][cH:22][cH:23][cH:24]2)[cH:5]1. The product is O=C1Cc2cnccc2Nc2ncccc21. The reactants are O=C([O-])O, ClCCl, [Na+], [Na+], O, O=S([O-])O, OC1Cc2cnccc2Nc2ncccc21. As a reaction SMILES: [C:26](=[O:27])([OH:28])[O-:29].[Cl:22][CH2:23][Cl:24].[Na+:21].[Na+:30].[OH2:25].[S:17](=[O:18])([OH:19])[O-:20].[n:1]1[cH:2][cH:3][cH:4][c:5]2[c:6]1[NH:7][c:8]1[c:9]([cH:13][n:14][cH:15][cH:16]1)[CH2:10][CH:11]2[OH:12]>>[n:1]1[cH:2][cH:3][cH:4][c:5]2[c:6]1[NH:7][c:8]1[c:9]([cH:13][n:14][cH:15][cH:16]1)[CH2:10][C:11]2=[O:12]. The reactants are C(C1=CC=C(C(=O)O)C=C1)(=O)O (terephthalic acid), OCC1CNCCO1 (2-hydroxymethylmorpholine), O1CCNCCC1 (1,4-oxazepane). Solvent: CO (methanol). Reaction conditions: temperature 10 celsius, time 30 minute. Yields the product C(C1=CC=C(C(=O)O)C=C1)(=O)O.OC[C@H]1CNCCO1 ((R)-2-hydroxymethylmorpholine terephthalate). The yield is 33.5%. As a reaction SMILES: [OH:1][CH2:2][CH:3]1[O:8][CH2:7][CH2:6][NH:5][CH2:4]1.O1CCCNCC1.[C:16]([OH:27])(=[O:26])[C:17]1[CH:25]=[CH:24][C:20]([C:21]([OH:23])=[O:22])=[CH:19][CH:18]=1>CO>[C:16]([OH:27])(=[O:26])[C:17]1[CH:25]=[CH:24][C:20]([C:21]([OH:23])=[O:22])=[CH:19][CH:18]=1.[OH:1][CH2:2][C@@H:3]1[O:8][CH2:7][CH2:6][NH:5][CH2:4]1 |f:4.5|. Procedure: To a mixture of 2-hydroxymethylmorpholine and 1,4-oxazepane compound (20.0 g, 2-hydroxymethylmorpholine:1,4-oxazepane compound=75.8:24.2) synthesized in Example 5 were added methanol (100 ml) and terephthalic acid (12.5 g, 0.075 mol) and the mixture was stirred for 30 min. Methanol was evaporated under reduced pressure. To the residue was added 2-propanol (50 ml) and the mixture was subjected twice to azeotropic distillation with dehydrating. To the residue after azeotropic distillation with deh...